Dataset: the Open Reaction Database (ORD), a public repository of structured organic reaction records. Task: describe an organic reaction: reactants, conditions, products, and yield Reaction conditions: temperature 130 celsius. Reported procedure: To a mixture of 5,6-Dimethyl-1-(4-methyl-benzo[b]thiophen-3-ylmethyl)-1,3-dihydro-benzimidazol-2-one (0.1 g, 0.31 mmol) and K2CO3 (86 mg, 0.62 mmol) in a microwave vial was added Ethyl 3-ethoxyacrylate (0.45 g, 3.1 mmol). The reaction mixture was heated to 130° C. for 20 min in a microwave. The reaction mixture was then diluted with ethyl acetate (since there was some insoluble material left, MeOH was added to the solution mixture to solubilize the material). This organic phase was washed with w... The product is C(C)OC(CC(OCC)N1C(N(C2=C1C=C(C(=C2)C)C)CC=2C1=C(SC2)C=CC=C1C)=O)=O (3-[5,6-Dimethyl-3-(4-methyl-benzo[b]thiophen-3-ylmethyl)-2-oxo-2,3-dihydro-benzimidazol-1-yl]-3-ethoxy-propionic acid ethyl ester). Starting materials: CO (MeOH), CC1=CC2=C(N(C(N2)=O)CC=2C3=C(SC2)C=CC=C3C)C=C1C (5,6-Dimethyl-1-(4-methyl-benzo[b]thiophen-3-ylmethyl)-1,3-dihydro-benzimidazol-2-one), C(=O)([O-])[O-].[K+].[K+] (K2CO3), C(C)OC=CC(=O)OCC (Ethyl 3-ethoxyacrylate). Reaction SMILES: [CH3:1][C:2]1[C:22]([CH3:23])=[CH:21][C:5]2[N:6]([CH2:10][C:11]3[C:12]4[C:19]([CH3:20])=[CH:18][CH:17]=[CH:16][C:13]=4[S:14][CH:15]=3)[C:7](=[O:9])[NH:8][C:4]=2[CH:3]=1.C([O-])([O-])=O.[K+].[K+].[CH2:30]([O:32][CH:33]=[CH:34][C:35]([O:37][CH2:38][CH3:39])=[O:36])[CH3:31].CO>C(OCC)(=O)C>[CH2:38]([O:37][C:35](=[O:36])[CH2:34][CH:33]([N:8]1[C:4]2[CH:3]=[C:2]([CH3:1])[C:22]([CH3:23])=[CH:21][C:5]=2[N:6]([CH2:10][C:11]2[C:12]3[C:19]([CH3:20])=[CH:18][CH:17]=[CH:16][C:13]=3[S:14][CH:15]=2)[C:7]1=[O:9])[O:32][CH2:30][CH3:31])[CH3:39] |f:1.2.3|. Isolated yield 31.1%. The solvent is C(C)(=O)OCC (ethyl acetate). The reactants are Cc1ccccc1, O=C(Cl)c1cccc([N+](=O)[O-])c1, c1cc[nH]c1. The product is O=C(c1cccc([N+](=O)[O-])c1)c1ccc[nH]1. RXN SMILES: [CH3:18][c:19]1[cH:20][cH:21][cH:22][cH:23][cH:24]1.[N+:1](=[O:2])([O-:3])[c:4]1[cH:5][c:6]([C:7](=[O:8])[Cl:9])[cH:10][cH:11][cH:12]1.[nH:13]1[cH:14][cH:15][cH:16][cH:17]1>>[N+:1](=[O:2])([O-:3])[c:4]1[cH:5][c:6]([C:7](=[O:8])[c:14]2[nH:13][cH:17][cH:16][cH:15]2)[cH:10][cH:11][cH:12]1. Yields the product CC1(C)CC(C)(C)c2cc(C(=O)Oc3ccc(CC(=O)O)c(F)c3)cc(C#N)c2O1. The reactants are C1COCCO1, C1CCOC1, O=CO, CC(C)(C)OC(=O)Cc1ccc(OC(=O)c2cc(C#N)c3c(c2)C(C)(C)CC(C)(C)O3)cc1F, O. As a reaction SMILES: [CH2:38]1[O:39][CH2:40][CH2:41][O:42][CH2:43]1.[CH2:44]1[O:45][CH2:46][CH2:47][CH2:48]1.[CH:35]([OH:36])=[O:37].[F:1][c:2]1[cH:3][c:4]([O:16][C:17](=[O:18])[c:19]2[cH:20][c:21]3[c:26]([c:27]([C:29]#[N:30])[cH:28]2)[O:25][C:24]([CH3:31])([CH3:32])[CH2:23][C:22]3([CH3:33])[CH3:34])[cH:5][cH:6][c:7]1[CH2:8][C:9](=[O:10])[O:11][C:12]([CH3:13])([CH3:14])[CH3:15].[OH2:49]>>[F:1][c:2]1[cH:3][c:4]([O:16][C:17](=[O:18])[c:19]2[cH:20][c:21]3[c:26]([c:27]([C:29]#[N:30])[cH:28]2)[O:25][C:24]([CH3:31])([CH3:32])[CH2:23][C:22]3([CH3:33])[CH3:34])[cH:5][cH:6][c:7]1[CH2:8][C:9](=[O:10])[OH:11]. The reactants are O (Water), BrCC1COC2=C(O1)C=CC=C2 (2-bromomethyl-2,3-dihydrobenzo[1,4]dioxine), N1CC(CCC1)C(=O)N (piperidine-3-carboxylic acid amide), C(=O)([O-])[O-].[K+].[K+] (K2CO3). Reaction SMILES: Br[CH2:2][CH:3]1[O:8][C:7]2[CH:9]=[CH:10][CH:11]=[CH:12][C:6]=2[O:5][CH2:4]1.[NH:13]1[CH2:18][CH2:17][CH2:16][CH:15]([C:19]([NH2:21])=[O:20])[CH2:14]1.C([O-])([O-])=O.[K+].[K+].O>C(#N)C>[O:8]1[C:7]2[CH:9]=[CH:10][CH:11]=[CH:12][C:6]=2[O:5][CH2:4][CH:3]1[CH2:2][N:13]1[CH2:18][CH2:17][CH2:16][CH:15]([C:19]([NH2:21])=[O:20])[CH2:14]1 |f:2.3.4|. Reported procedure: To a mixture of 2-bromomethyl-2,3-dihydrobenzo[1,4]dioxine (0.2 g, 0.87 mmol) and piperidine-3-carboxylic acid amide (0.13 g, 1.05 mmol) in acetonitrile (20 ml) was added K2CO3 (0.60 g, 4.36 mmol) and KI (0.72 g, 4.36 mmol). The reaction mixture was refluxed for 2 h. Water (100 ml) was then added. The reaction mixture was extracted with EtOAc (3×5 ml). The combined organic phases were dried (Na2SO4), filtered and the filtrate was evaporated to give the title compound, which was purified by colum... The product is O1C(COC2=C1C=CC=C2)CN2CC(CCC2)C(=O)N (1-(2,3-Dihydrobenzo[1,4]dioxin-2-ylmethyl)piperidine-3-carboxylic acid amide). Solvent: C(C)#N (acetonitrile).